Dataset: the Open Reaction Database (ORD), a public repository of structured organic reaction records. Task: describe an organic reaction: reactants, conditions, products, and yield The reactants are C(C)(=O)NC1=CC=C(C=C1)SCCCCOC=1C(=CC2=C(C(OC(N2)=O)(C)C)C1)C (6-[4-(4-acetamido-phenylmercapto)-butoxy]-4,4,7-trimethyl-4H-3,1-benzoxazin-2-one), OO (hydrogen peroxide). The product is C(C)(=O)NC1=CC=C(C=C1)S(=O)CCCCOC=1C(=CC2=C(C(OC(N2)=O)(C)C)C1)C (6-[4-(4-Acetamido-phenylsulfinyl)-butoxy]-4,4,7-trimethyl-4H-3,1-benzoxazin-2-one). Reaction SMILES: [C:1]([NH:4][C:5]1[CH:10]=[CH:9][C:8]([S:11][CH2:12][CH2:13][CH2:14][CH2:15][O:16][C:17]2[C:18]([CH3:30])=[CH:19][C:20]3[NH:25][C:24](=[O:26])[O:23][C:22]([CH3:28])([CH3:27])[C:21]=3[CH:29]=2)=[CH:7][CH:6]=1)(=[O:3])[CH3:2].[OH:31]O>>[C:1]([NH:4][C:5]1[CH:10]=[CH:9][C:8]([S:11]([CH2:12][CH2:13][CH2:14][CH2:15][O:16][C:17]2[C:18]([CH3:30])=[CH:19][C:20]3[NH:25][C:24](=[O:26])[O:23][C:22]([CH3:27])([CH3:28])[C:21]=3[CH:29]=2)=[O:31])=[CH:7][CH:6]=1)(=[O:3])[CH3:2]. Reported procedure: Prepared analogously to Example 2 from 6-[4-(4-acetamido-phenylmercapto)-butoxy]-4,4,7-trimethyl-4H-3,1-benzoxazin-2-one and hydrogen peroxide. The reactants are NC1=C(C(=O)O)C(=CC=C1)OC (2-amino-6-methoxybenzoic acid), CNC (dimethylamine). Product: NC1=C(C(=O)N(C)C)C(=CC=C1)OC (2-Amino-6-methoxy-N,N-dimethyl-benzamide). Reaction SMILES: [NH2:1][C:2]1[CH:10]=[CH:9][CH:8]=[C:7]([O:11][CH3:12])[C:3]=1[C:4](O)=[O:5].[CH3:13][NH:14][CH3:15]>>[NH2:1][C:2]1[CH:10]=[CH:9][CH:8]=[C:7]([O:11][CH3:12])[C:3]=1[C:4]([N:14]([CH3:15])[CH3:13])=[O:5]. Procedure details: The product was obtained starting from 2-amino-6-methoxybenzoic acid (100 mg, 0.6 mmol) and dimethylamine (2M in THF, 420 μl, 0.84 mmol) according to the method described in example 64, step 6 after extraction with ethyl acetate and purification by silica gel chromatography using an amine phase and a heptane/ethyl acetate gradient as colorless oil (26 mg, 22%). Reactants: CC(=O)NCC(=O)O, Cl, Cc1cc(F)ccc1C1CNCCC1N(C)C(=O)c1cc(C(F)(F)F)cc(C(F)(F)F)c1. The product is CC(=O)NCC(=O)N1CCC(N(C)C(=O)c2cc(C(F)(F)F)cc(C(F)(F)F)c2)C(c2ccc(F)cc2C)C1. As a reaction SMILES: [CH3:34][C:35](=[O:36])[NH:37][CH2:38][C:39]([OH:40])=[O:41].[ClH:1].[F:2][c:3]1[cH:4][c:5]([CH3:33])[c:6]([CH:9]2[CH2:10][NH:11][CH2:12][CH2:13][CH:14]2[N:15]([C:16]([c:17]2[cH:18][c:19]([C:27]([F:28])([F:29])[F:30])[cH:20][c:21]([C:23]([F:24])([F:25])[F:26])[cH:22]2)=[O:31])[CH3:32])[cH:7][cH:8]1>>[F:2][c:3]1[cH:4][c:5]([CH3:33])[c:6]([CH:9]2[CH2:10][N:11]([C:39]([CH2:38][NH:37][C:35]([CH3:34])=[O:36])=[O:40])[CH2:12][CH2:13][CH:14]2[N:15]([C:16]([c:17]2[cH:18][c:19]([C:27]([F:28])([F:29])[F:30])[cH:20][c:21]([C:23]([F:24])([F:25])[F:26])[cH:22]2)=[O:31])[CH3:32])[cH:7][cH:8]1. Reactants: [BH3-]C#N, NC(=O)c1ccc(Oc2ccc3c(c2)CCC3NCCc2ccccc2)nc1, [Na+]. Yields the product CN(CCc1ccccc1)C1CCc2cc(Oc3ccc(C(N)=O)cn3)ccc21. As a reaction SMILES: [C:29]([BH3-:30])#[N:31].[CH2:1]([CH2:2][c:3]1[cH:4][cH:5][cH:6][cH:7][cH:8]1)[NH:9][CH:10]1[CH2:11][CH2:12][c:13]2[cH:14][c:15]([O:19][c:20]3[n:21][cH:22][c:23]([C:24](=[O:25])[NH2:26])[cH:27][cH:28]3)[cH:16][cH:17][c:18]21.[Na+:32]>>[CH2:1]([CH2:2][c:3]1[cH:4][cH:5][cH:6][cH:7][cH:8]1)[N:9]([CH:10]1[CH2:11][CH2:12][c:13]2[cH:14][c:15]([O:19][c:20]3[n:21][cH:22][c:23]([C:24](=[O:25])[NH2:26])[cH:27][cH:28]3)[cH:16][cH:17][c:18]21)[CH3:29]. Reactants: C(C)(=O)[O-].[NH4+] (Ammonium acetate), FC1=CC=C(C=C1)N1[C@@H]([C@H](C1=O)SCC(C1=CC=CC=C1)=O)C1=CC=C(OCC(=O)O)C=C1 ((4-{(2R,3R)-1-(4-Fluorophenyl)-4-oxo-3-[(2-oxo-2-phenylethyl)thio}azetidin-2-yl]phenoxy)acetic acid), Cl.NCC(=O)N[C@H](C(C)C)C(=O)OC(C)(C)C (tert-butyl glycyl-D-valinate hydrochloride), CN1CCOCC1 (N-methylmorpholine), CN(C)C(=[N+](C)C)ON1C2=C(C=CC=C2)N=N1.[B-](F)(F)(F)F (TBTU), [BH4-].[Na+] (sodium borohydride), ester. Solvent: C(Cl)Cl (DCM). Run at time 5 minute. Yields the product FC1=CC=C(C=C1)N1[C@@H]([C@H](C1=O)SCC(C1=CC=CC=C1)O)C1=CC=C(OCC(=O)NCC(=O)N[C@H](C(C)C)C(=O)O)C=C1 (N-[(4-{(2R,3R)-1-(4-fluorophenyl)-3-[(2-hydroxy-2-phenylethyl)thio]-4-oxoazetidin-2-yl}phenoxy)acetyl]glycyl-D-valine), solid. Yield: 28.0%. RXN SMILES: [F:1][C:2]1[CH:7]=[CH:6][C:5]([N:8]2[C:11](=[O:12])[C@H:10]([S:13][CH2:14][C:15](=[O:22])[C:16]3[CH:21]=[CH:20][CH:19]=[CH:18][CH:17]=3)[C@H:9]2[C:23]2[CH:33]=[CH:32][C:26]([O:27][CH2:28][C:29](O)=[O:30])=[CH:25][CH:24]=2)=[CH:4][CH:3]=1.Cl.[NH2:35][CH2:36][C:37]([NH:39][C@@H:40]([C:44]([O:46]C(C)(C)C)=[O:45])[CH:41]([CH3:43])[CH3:42])=[O:38].CN1CCOCC1.CN(C(ON1N=NC2C=CC=CC1=2)=[N+](C)C)C.[B-](F)(F)(F)F.[BH4-].[Na+].C([O-])(=O)C.[NH4+]>C(Cl)Cl>[F:1][C:2]1[CH:7]=[CH:6][C:5]([N:8]2[C:11](=[O:12])[C@H:10]([S:13][CH2:14][CH:15]([OH:22])[C:16]3[CH:21]=[CH:20][CH:19]=[CH:18][CH:17]=3)[C@H:9]2[C:23]2[CH:24]=[CH:25][C:26]([O:27][CH2:28][C:29]([NH:35][CH2:36][C:37]([NH:39][C@@H:40]([C:44]([OH:46])=[O:45])[CH:41]([CH3:42])[CH3:43])=[O:38])=[O:30])=[CH:32][CH:33]=2)=[CH:4][CH:3]=1 |f:1.2,4.5,6.7,8.9|. Procedure details: (4-{(2R,3R)-1-(4-Fluorophenyl)-4-oxo-3-[(2-oxo-2-phenylethyl)thio}azetidin-2-yl]phenoxy)acetic acid (15 mg, 0.043 mmol), tert-butyl glycyl-D-valinate hydrochloride, (14.3 mg, 0.054 mmol) and N-methylmorpholine (14 μl, 0.13 mmol) were dissolved in DCM (2 ml). After 5 minutes, TBTU (16.9 mg, 0.053 mmol) was added and the reaction mixture was stirred for 2.5 h. The formation of the ester was confirmed. M/z: 678.35 (N+H). The solvent was removed under reduced pressure. The residue was dissolved in E...